Dataset: the Open Reaction Database (ORD), a public repository of structured organic reaction records. Task: describe an organic reaction: reactants, conditions, products, and yield Starting materials: ClCCl, NS(=O)(=O)c1ccc(C(=O)O)cc1, On1nnc2ccccc21, CC(c1cccc2ccccc12)N(CC1CNCC1c1ccccc1)C(=O)OC(C)(C)C. Product: CC(c1cccc2ccccc12)N(CC1CN(C(=O)c2ccc(S(N)(=O)=O)cc2)CC1c1ccccc1)C(=O)OC(C)(C)C. Reaction SMILES: [CH2:56]([Cl:57])[Cl:58].[NH2:43][S:44](=[O:45])(=[O:46])[c:47]1[cH:48][cH:49][c:50]([C:51](=[O:52])[OH:53])[cH:54][cH:55]1.[OH:33][n:34]1[c:35]2[c:36]([cH:37][cH:38][cH:39][cH:40]2)[n:41][n:42]1.[c:1]1([CH:11]([CH3:12])[N:13]([C:14]([O:15][C:16]([CH3:17])([CH3:18])[CH3:19])=[O:20])[CH2:21][CH:22]2[CH2:23][NH:24][CH2:25][CH:26]2[c:27]2[cH:28][cH:29][cH:30][cH:31][cH:32]2)[cH:2][cH:3][cH:4][c:5]2[cH:6][cH:7][cH:8][cH:9][c:10]12>>[c:1]1([CH:11]([CH3:12])[N:13]([C:14]([O:15][C:16]([CH3:17])([CH3:18])[CH3:19])=[O:20])[CH2:21][CH:22]2[CH2:23][N:24]([C:51]([c:50]3[cH:49][cH:48][c:47]([S:44]([NH2:43])(=[O:45])=[O:46])[cH:55][cH:54]3)=[O:52])[CH2:25][CH:26]2[c:27]2[cH:28][cH:29][cH:30][cH:31][cH:32]2)[cH:2][cH:3][cH:4][c:5]2[cH:6][cH:7][cH:8][cH:9][c:10]12. Reactants: C(C)OC(=O)C=1C(=C2C(=C(N1)C1=CC=C(C=C1)OC)SN=C2C2=CC=CC=C2)O (7-(4-methoxy-phenyl)-4-hydroxy-3-phenyl-isothiazolo[5,4-c]pyridine-5-carboxylic acid ethyl ester), NCC(=O)O (glycine). The product is OC1=C2C(=C(N=C1C(=O)NCC(=O)O)C1=CC=C(C=C1)OC)SN=C2C2=CC=CC=C2 ({[4-Hydroxy-7-(4-methoxy-phenyl)-3-phenyl-isothiazolo[5,4-c]pyridine-5-carbonyl]-amino}-acetic acid). RXN SMILES: C(O[C:4]([C:6]1[C:7]([OH:29])=[C:8]2[C:22]([C:23]3[CH:28]=[CH:27][CH:26]=[CH:25][CH:24]=3)=[N:21][S:20][C:9]2=[C:10]([C:12]2[CH:17]=[CH:16][C:15]([O:18][CH3:19])=[CH:14][CH:13]=2)[N:11]=1)=[O:5])C.[NH2:30][CH2:31][C:32]([OH:34])=[O:33]>>[OH:29][C:7]1[C:6]([C:4]([NH:30][CH2:31][C:32]([OH:34])=[O:33])=[O:5])=[N:11][C:10]([C:12]2[CH:17]=[CH:16][C:15]([O:18][CH3:19])=[CH:14][CH:13]=2)=[C:9]2[S:20][N:21]=[C:22]([C:23]3[CH:24]=[CH:25][CH:26]=[CH:27][CH:28]=3)[C:8]=12. Procedure: The title compound was synthesized in analogy to Example 1 from 7-(4-methoxy-phenyl)-4-hydroxy-3-phenyl-isothiazolo[5,4-c]pyridine-5-carboxylic acid ethyl ester and glycine: MS (m/z) 436.2 (M+1).